From a dataset of the Open Reaction Database (ORD), a public repository of structured organic reaction records. describe an organic reaction: reactants, conditions, products, and yield Reactants: Cc1ccccc1, CCC(=O)C(C(=O)OC(C)(C)C)C(=O)c1ccc(S(C)(=O)=O)cc1Cl, Cc1ccc(S(=O)(=O)O)cc1. Yields the product CCC(=O)CC(=O)c1ccc(S(C)(=O)=O)cc1Cl. Reaction SMILES: [CH3:37][c:38]1[cH:39][cH:40][cH:41][cH:42][cH:43]1.[Cl:1][c:2]1[c:3]([C:4](=[O:5])[CH:6]([C:7]([O:8][C:9]([CH3:10])([CH3:11])[CH3:12])=[O:13])[C:14]([CH2:15][CH3:16])=[O:17])[cH:18][cH:19][c:20]([S:22](=[O:23])(=[O:24])[CH3:25])[cH:21]1.[c:26]1([CH3:27])[cH:28][cH:29][c:30]([S:31]([OH:32])(=[O:33])=[O:34])[cH:35][cH:36]1>>[Cl:1][c:2]1[c:3]([C:4](=[O:5])[CH2:6][C:14]([CH2:15][CH3:16])=[O:17])[cH:18][cH:19][c:20]([S:22](=[O:23])(=[O:24])[CH3:25])[cH:21]1. Reactants: BrC1=CC=2N(C=C1)N=CC2C(=O)OCC (ethyl 5-bromopyrazolo[1,5-a]pyridine-3-carboxylate), CC(C)OC1=C(C(=CC=C1)OC(C)C)C2=CC=CC=C2P(C3CCCCC3)C4CCCCC4 (RuPhos), C([O-])([O-])=O.[Cs+].[Cs+] (cesium carbonate), FC(C(=O)O)(F)F.FC=1C=C(C=CC1)[C@H]1C[C@@H](CN1)C#N ((3S,5R)-5-(3-fluorophenyl)pyrrolidine-3-carbonitrile 2,2,2-trifluoroacetate). Reagents/catalysts: C(C)(=O)[O-].[Pd+2].C(C)(=O)[O-] (palladium acetate). Solvent: CC(C)(C)O (tBuOH). Run at temperature 120 celsius. The product is C(#N)[C@H]1C[C@@H](N(C1)C1=CC=2N(C=C1)N=CC2C(=O)OCC)C2=CC(=CC=C2)F (ethyl 5-((2R,4S)-4-cyano-2-(3-fluorophenyl)pyrrolidin-1-yl)pyrazolo[1,5-a]pyridine-3-carboxylate). As a reaction SMILES: Br[C:2]1[CH:7]=[CH:6][N:5]2[N:8]=[CH:9][C:10]([C:11]([O:13][CH2:14][CH3:15])=[O:12])=[C:4]2[CH:3]=1.CC(OC1C=CC=C(OC(C)C)C=1C1C(P(C2CCCCC2)C2CCCCC2)=CC=CC=1)C.C(=O)([O-])[O-].[Cs+].[Cs+].FC(F)(F)C(O)=O.[F:62][C:63]1[CH:64]=[C:65]([C@@H:69]2[NH:73][CH2:72][C@@H:71]([C:74]#[N:75])[CH2:70]2)[CH:66]=[CH:67][CH:68]=1>C([O-])(=O)C.[Pd+2].C([O-])(=O)C.CC(O)(C)C>[C:74]([C@@H:71]1[CH2:72][N:73]([C:2]2[CH:7]=[CH:6][N:5]3[N:8]=[CH:9][C:10]([C:11]([O:13][CH2:14][CH3:15])=[O:12])=[C:4]3[CH:3]=2)[C@@H:69]([C:65]2[CH:66]=[CH:67][CH:68]=[C:63]([F:62])[CH:64]=2)[CH2:70]1)#[N:75] |f:2.3.4,5.6,7.8.9|. Procedure details: A N2 purged flask was charged with ethyl 5-bromopyrazolo[1,5-a]pyridine-3-carboxylate (30 mg, 0.11 mmol), palladium acetate (1.0 mg, 5 μmol), RuPhos (5 mg, 10 μmol), cesium carbonate (65 mg, 0.20 mmol), tBuOH (0.5 mL) and (3S,5R)-5-(3-fluorophenyl)pyrrolidine-3-carbonitrile 2,2,2-trifluoroacetate (I-31) (30 mg, 0.10 mmol). The contents were heated to 120° C. overnight in an oil bath. Upon cooling to room temperature the reaction was filtered through celite and concentrated. The crude product was... The reactants are CI, CN(C)C=O, CCOC(C)=O, O=C(O)C(C1CCCCC1)n1c(-c2ccc(Cl)cc2)nc2cc(F)c(F)cc21, Cl, [H-], [Na+]. The product is COC(=O)C(C1CCCCC1)n1c(-c2ccc(Cl)cc2)nc2cc(F)c(F)cc21. RXN SMILES: [CH3:31][I:32].[CH3:34][N:35]([CH3:36])[CH:37]=[O:38].[CH3:39][CH2:40][O:41][C:42](=[O:43])[CH3:44].[Cl:1][c:2]1[cH:3][cH:4][c:5](-[c:8]2[n:9][c:10]3[c:11]([n:12]2[CH:13]([C:14](=[O:15])[OH:16])[CH:17]2[CH2:18][CH2:19][CH2:20][CH2:21][CH2:22]2)[cH:23][c:24]([F:28])[c:25]([F:27])[cH:26]3)[cH:6][cH:7]1.[ClH:33].[H-:29].[Na+:30]>>[Cl:1][c:2]1[cH:3][cH:4][c:5](-[c:8]2[n:9][c:10]3[c:11]([n:12]2[CH:13]([C:14]([O:15][CH3:31])=[O:16])[CH:17]2[CH2:18][CH2:19][CH2:20][CH2:21][CH2:22]2)[cH:23][c:24]([F:28])[c:25]([F:27])[cH:26]3)[cH:6][cH:7]1. Reactants: COC(=O)CBr, N#Cc1ccccc1Sc1ccccc1NC(=O)c1ccc(O)cc1, O=C([O-])[O-], CN(C)C=O, [K+], [K+], O. Yields the product COC(=O)COc1ccc(C(=O)Nc2ccccc2Sc2ccccc2C#N)cc1. RXN SMILES: [Br:26][CH2:27][C:28](=[O:29])[O:30][CH3:31].[C:1](#[N:2])[c:3]1[c:4]([S:9][c:10]2[c:11]([NH:16][C:17]([c:18]3[cH:19][cH:20][c:21]([OH:24])[cH:22][cH:23]3)=[O:25])[cH:12][cH:13][cH:14][cH:15]2)[cH:5][cH:6][cH:7][cH:8]1.[C:32](=[O:33])([O-:34])[O-:35].[CH3:38][N:39]([CH3:40])[CH:41]=[O:42].[K+:36].[K+:37].[OH2:43]>>[C:1](#[N:2])[c:3]1[c:4]([S:9][c:10]2[c:11]([NH:16][C:17]([c:18]3[cH:19][cH:20][c:21]([O:24][CH2:27][C:28](=[O:29])[O:30][CH3:31])[cH:22][cH:23]3)=[O:25])[cH:12][cH:13][cH:14][cH:15]2)[cH:5][cH:6][cH:7][cH:8]1. The reactants are C1OC=2C=C(C=CC2O1)C1=C(C(C2=CC=CC=C12)=O)C(=O)OCC (ethyl 3-(3,4-methylenedioxyphenyl)-1-oxoindene-2-carboxylate), COC=1C=C(C=CC1)[Mg]Br (3-methoxyphenyl magnesium bromide), OC1(C(=C(C2=CC=CC=C12)C1=CC2=C(C=C1)OCO2)C(=O)OCC)C2=CC(=CC=C2)OC (Ethyl (1RS)-1-Hydroxy-1-(3-methoxyphenyl)-3-(3,4-methylenedioxyphenyl)indene-2-carboxylate), COC=1C=C(C=CC1)[Mg]Br (3-methoxyphenyl magnesium bromide), COC=1C=C(C=CC1)[Mg]Br (3-methoxyphenyl magnesium bromide). The solvent is C1CCOC1 (THF). Reaction conditions: time 15 minute. Product: COC=1C=C(C=CC1)C1C(C(C2=CC=CC=C12)C1=CC2=C(C=C1)OCO2)C(=O)O ((1RS,2SR,3SR)-1-(3-Methoxyphenyl)-3-(3,4-methylenedioxyphenyl)indane-2-carboxylic acid). Yield: 100.0%. As a reaction SMILES: O[C:2]1([C:25]2[CH:30]=[CH:29][CH:28]=[C:27]([O:31][CH3:32])[CH:26]=2)[C:10]2[C:5](=[CH:6][CH:7]=[CH:8][CH:9]=2)[C:4]([C:11]2[CH:16]=[CH:15][C:14]3[O:17][CH2:18][O:19][C:13]=3[CH:12]=2)=[C:3]1[C:20]([O:22]CC)=[O:21].C1OC2C=CC(C3C4C(=CC=CC=4)C(=O)C=3C(OCC)=O)=CC=2O1.COC1C=C([Mg]Br)C=CC=1>C1COCC1>[CH3:32][O:31][C:27]1[CH:26]=[C:25]([CH:2]2[C:10]3[C:5](=[CH:6][CH:7]=[CH:8][CH:9]=3)[CH:4]([C:11]3[CH:16]=[CH:15][C:14]4[O:17][CH2:18][O:19][C:13]=4[CH:12]=3)[CH:3]2[C:20]([OH:22])=[O:21])[CH:30]=[CH:29][CH:28]=1. Procedure details: Ethyl (1RS)-1-Hydroxy-1-(3-methoxyphenyl)-3-(3,4-methylenedioxyphenyl)indene-2-carboxylate. To a solution of ethyl 3-(3,4-methylenedioxyphenyl)-1-oxoindene-2-carboxylate (100 mg, 0.31 mmol) in THF (2 ml) under an argon atmosphere at 0° C. was added a solution of freshly prepared 3-methoxyphenyl magnesium bromide (0.31 mmol). After stirring for 15 min, additional 3-methoxyphenyl magnesium bromide (0.06 mmol) was added. Stirring was continued for 45 min, at which time thin layer chromatographic an... Reactants: CCOC(=O)CBr, [H-], [Na+], C1CCOC1, CC1(C)CC(O)CC(C)(C)N1O. Product: CCOC(=O)COC1CC(C)(C)N(O)C(C)(C)C1. As a reaction SMILES: [Br:15][CH2:16][C:17](=[O:18])[O:19][CH2:20][CH3:21].[H-:1].[Na+:2].[O:22]1[CH2:23][CH2:24][CH2:25][CH2:26]1.[OH:3][N:4]1[C:5]([CH3:13])([CH3:14])[CH2:6][CH:7]([OH:12])[CH2:8][C:9]1([CH3:10])[CH3:11]>>[OH:3][N:4]1[C:5]([CH3:13])([CH3:14])[CH2:6][CH:7]([O:12][CH2:16][C:17](=[O:18])[O:19][CH2:20][CH3:21])[CH2:8][C:9]1([CH3:10])[CH3:11].